Dataset: the Open Reaction Database (ORD), a public repository of structured organic reaction records. Task: describe an organic reaction: reactants, conditions, products, and yield Starting materials: COc1cc(COS(C)(=O)=O)cc(OC)c1, O=Cc1cccc2[nH]ccc12. Product: COc1cc(Cn2ccc3c(C=O)cccc32)cc(OC)c1. RXN SMILES: [CH3:12][S:13]([O:14][CH2:17][c:18]1[cH:19][c:20]([O:26][CH3:27])[cH:21][c:22]([O:24][CH3:25])[cH:23]1)(=[O:15])=[O:16].[nH:1]1[cH:2][cH:3][c:4]2[c:5]([CH:10]=[O:11])[cH:6][cH:7][cH:8][c:9]12>>[n:1]1([CH2:17][c:18]2[cH:19][c:20]([O:26][CH3:27])[cH:21][c:22]([O:24][CH3:25])[cH:23]2)[cH:2][cH:3][c:4]2[c:5]([CH:10]=[O:11])[cH:6][cH:7][cH:8][c:9]12. Product: C(C)[Si](O[C@@H](CC=C)C(=CC=1N=C(SC1)COC(=O)OCC(Cl)(Cl)Cl)C)(CC)CC ((4S)-4-(triethylsilyloxy)-5-methyl-6-(2-(2,2,2-trichloroethoxycarbonyloxymethyl)-thiazol-4-yl)-1,5-hexadiene). Reaction SMILES: FC(F)(F)S([O:6][Si:7]([CH2:12][CH3:13])([CH2:10][CH3:11])[CH2:8][CH3:9])(=O)=O.O[C@H:17]([C:21]([CH3:38])=[CH:22][C:23]1[N:24]=[C:25]([CH2:28][O:29][C:30]([O:32][CH2:33][C:34]([Cl:37])([Cl:36])[Cl:35])=[O:31])[S:26][CH:27]=1)[CH2:18][CH:19]=[CH2:20].N1C(C)=CC=CC=1C.Cl>C(Cl)Cl>[CH2:12]([Si:7]([CH2:8][CH3:9])([CH2:10][CH3:11])[O:6][C@H:17]([C:21]([CH3:38])=[CH:22][C:23]1[N:24]=[C:25]([CH2:28][O:29][C:30]([O:32][CH2:33][C:34]([Cl:36])([Cl:37])[Cl:35])=[O:31])[S:26][CH:27]=1)[CH2:18][CH:19]=[CH2:20])[CH3:13]. Run in C(Cl)Cl (CH2Cl2). Procedure: Triethylsilyl trifluromethanesulfonate (15 mL) is added dropwise to a −78° C. solution of (4S)-4-hydroxy-5-methyl-6-(2-(2,2,2-trichloroethoxycarbonyloxymethyl)-thiazol-4-yl)-1,5-hexadiene (7.65 g) and 2,6-lutidine (10 mL) in 50 mL of CH2Cl2. After the addition, the reaction mixture is allowed to warm to ambient temperature and is stirred for 5 hours. The reaction mixture is poured into 2 N HCl and extracted with ether. The combined organic layers were washed with 10% aq NaHCO3 and brine, dried (... The reactants are Cl (HCl), FC(S(=O)(=O)O[Si](CC)(CC)CC)(F)F (Triethylsilyl trifluromethanesulfonate), O[C@@H](CC=C)C(=CC=1N=C(SC1)COC(=O)OCC(Cl)(Cl)Cl)C ((4S)-4-hydroxy-5-methyl-6-(2-(2,2,2-trichloroethoxycarbonyloxymethyl)-thiazol-4-yl)-1,5-hexadiene), N1=C(C=CC=C1C)C (2,6-lutidine). Run at time 5 hour.